This data is from the Open Reaction Database (ORD), a public repository of structured organic reaction records. The task is: describe an organic reaction: reactants, conditions, products, and yield Reactants: C[O-], CO, Nc1c([N+](=O)[O-])ccc(F)c1C(=O)O, [Na+]. Product: COc1ccc([N+](=O)[O-])c(N)c1C(=O)O. Reaction SMILES: [CH3:15][O-:16].[CH3:18][OH:19].[NH2:1][c:2]1[c:3]([C:4](=[O:5])[OH:6])[c:7]([F:14])[cH:8][cH:9][c:10]1[N+:11](=[O:12])[O-:13].[Na+:17]>>[NH2:1][c:2]1[c:3]([C:4](=[O:5])[OH:6])[c:7]([O:16][CH3:15])[cH:8][cH:9][c:10]1[N+:11](=[O:12])[O-:13]. Starting materials: C(C)(C)(C)OC(=O)N1C(C2=CC(=C(C=C2CC1)OC)OC)CC1=CC=C(C=C1)C=1C(=NC=CC1)OC (6,7-Dimethoxy-1-[4-(2-methoxypyridin-3-yl)benzyl]-3,4-dihydro-1H-isoquinoline-2-carboxylic acid tert-butyl ester), Cl (HCl), C(C)(C)(C)OC(=O)N1C(C2=CC(=C(C=C2CC1)OC)OC)CC1=CC=C(C=C1)Br (1-(4-bromobenzyl)-6,7-dimethoxy-3,4-dihydro-1H-isoquinoline-2-carboxylic acid tert-butyl ester), COC1=NC=CC=C1B(O)O (2-methoxypyridine-3-boronic acid), C1(=CC=CC=C1)P(C1=CC=CC=C1)C1=CC=CC=C1 (triphenylphosphine), C(=O)([O-])[O-].[Na+].[Na+] (Na2CO3). The solvent is C(C)OCC (diethylether), C(C)(C)O (isopropanol). The product is C(C)(C)(C)OC(=O)N1C(C2=CC(=C(C=C2CC1)OC)OC)CC1=CC=C(C=C1)C=1C(=NC=CC1)OC (6,7-Dimethoxy-1-[4-(2-methoxypyridin-3-yl)benzyl]-3,4-dihydro-1H-isoquinoline-2-carboxylic acid tert-butyl ester), Cl.COC=1C=C2CCNC(C2=CC1OC)CC1=CC=C(C=C1)C=1C(=NC=CC1)OC (6,7-dimethoxy-1-[4-(2-methoxypyridin-3-yl)benzyl]-1,2,3,4-tetrahydroisoquinoline hydrochloride salt). RXN SMILES: C(OC(N1CCC2C(=CC(OC)=C(OC)C=2)C1CC1C=CC(Br)=CC=1)=O)(C)(C)C.COC1C(B(O)O)=CC=CN=1.C1(P(C2C=CC=CC=2)C2C=CC=CC=2)C=CC=CC=1.C([O-])([O-])=O.[Na+].[Na+].[C:66]([O:70][C:71]([N:73]1[CH2:82][CH2:81][C:80]2[C:75](=[CH:76][C:77]([O:85][CH3:86])=[C:78]([O:83][CH3:84])[CH:79]=2)[CH:74]1[CH2:87][C:88]1[CH:93]=[CH:92][C:91]([C:94]2[C:95]([O:100][CH3:101])=[N:96][CH:97]=[CH:98][CH:99]=2)=[CH:90][CH:89]=1)=[O:72])([CH3:69])([CH3:68])[CH3:67].[ClH:102]>C(O)(C)C.C(OCC)C>[C:66]([O:70][C:71]([N:73]1[CH2:82][CH2:81][C:80]2[C:75](=[CH:76][C:77]([O:85][CH3:86])=[C:78]([O:83][CH3:84])[CH:79]=2)[CH:74]1[CH2:87][C:88]1[CH:89]=[CH:90][C:91]([C:94]2[C:95]([O:100][CH3:101])=[N:96][CH:97]=[CH:98][CH:99]=2)=[CH:92][CH:93]=1)=[O:72])([CH3:68])([CH3:69])[CH3:67].[ClH:102].[CH3:84][O:83][C:78]1[CH:79]=[C:80]2[C:75](=[CH:76][C:77]=1[O:85][CH3:86])[CH:74]([CH2:87][C:88]1[CH:89]=[CH:90][C:91]([C:94]3[C:95]([O:100][CH3:101])=[N:96][CH:97]=[CH:98][CH:99]=3)=[CH:92][CH:93]=1)[NH:73][CH2:82][CH2:81]2 |f:3.4.5,11.12|. Reported procedure: 6,7-Dimethoxy-1-[4-(2-methoxypyridin-3-yl)benzyl]-3,4-dihydro-1H-isoquinoline-2-carboxylic acid tert-butyl ester 6 was synthesized by the Suzuki coupling of 1-(4-bromobenzyl)-6,7-dimethoxy-3,4-dihydro-1H-isoquinoline-2-carboxylic acid tert-butyl ester 1 with 2-methoxypyridine-3-boronic acid 5 using Palladium(II) acetate, triphenylphosphine, and Na2CO3 in anhydrous isopropanol. Compound 6 was treated with 2 M HCl solution in diethylether to get 6,7-dimethoxy-1-[4-(2-methoxypyridin-3-yl)benzyl]-1,... Reactants: C1(=CC=C(C=C1)S(=O)(=O)[O-])C.[NH+]1=CC=CC=C1 (pyridinium paratoluenesulfonate), CN(CC(OCCOC1OCCCC1)C1=CC(=C(C=C1)Cl)Cl)C(=O)OC(C)(C)C (N-Methyl-N-tert-butoxycarbonyl-2-(3,4-dichlorophenyl)-2-[2-(tetrahydropyran-2-yloxy)ethoxy]ethanamine). The solvent is CO (MeOH). Yields the product CN(CC(OCCO)C1=CC(=C(C=C1)Cl)Cl)C(=O)OC(C)(C)C (N-Methyl-N-tert-butoxycarbonyl-2-(3,4-dichlorophenyl)-2-(2-hydroxyethoxy)ethanamine). Yield: 100.9%. As a reaction SMILES: C1(C)C=CC(S([O-])(=O)=O)=CC=1.[NH+]1C=CC=CC=1.[CH3:18][N:19]([C:40]([O:42][C:43]([CH3:46])([CH3:45])[CH3:44])=[O:41])[CH2:20][CH:21]([C:32]1[CH:37]=[CH:36][C:35]([Cl:38])=[C:34]([Cl:39])[CH:33]=1)[O:22][CH2:23][CH2:24][O:25]C1CCCCO1>CO>[CH3:18][N:19]([C:40]([O:42][C:43]([CH3:46])([CH3:45])[CH3:44])=[O:41])[CH2:20][CH:21]([C:32]1[CH:37]=[CH:36][C:35]([Cl:38])=[C:34]([Cl:39])[CH:33]=1)[O:22][CH2:23][CH2:24][OH:25] |f:0.1|. Procedure details: 0.56 g of pyridinium paratoluenesulfonate is added to a solution of 10 g of the compound obtained in EXAMPLE 8, step C), in 100 ml of MeOH and the reaction mixture is refluxed for 1 hour 15 minutes. It is concentrated under vacuum and the residue is taken up with ether, washed with water and with a buffer solution of pH 2, dried over MgSO4 and concentrated under vacuum to give 8.2 g of the expected product, which is used as such in the next step. Reactants: COC1=C(C=CC(=C1)CNCCCNCCCCNCCCN)O.ClC1=NC(=CC(=N1)NC(C1=CC=C(C=C1)O)CC)CC (dl-5 chloro-6-ethyl-4-(α-ethyl-4-hydroxybenzyl)aminopyrimidine), [Na] (sodium), O (water), BrC(C)CCC (2-bromopentane). Run in C(C)(=O)OCC (ethyl acetate), C1(=CC=CC=C1)C (toluene), CN(C=O)C (N,N-dimethylformamide). Conditions: time 8 hour. Product: COC1=C(C=CC(=C1)CNCCCNCCCCNCCCN)O.ClC1=NC(=CC(=N1)NC(C1=CC=C(C=C1)OC(C)CCC)CC)CC (dl-5 chloro-6-ethyl-4-[α-ethyl-4-(sec-amyloxy)benzyl]aminopyrimidine). Yield: 32.7%. Reaction SMILES: [CH3:1][O:2][C:3]1[CH:8]=[C:7]([CH2:9][NH:10][CH2:11][CH2:12][CH2:13][NH:14][CH2:15][CH2:16][CH2:17][CH2:18][NH:19][CH2:20][CH2:21][CH2:22][NH2:23])[CH:6]=[CH:5][C:4]=1[OH:24].[Cl:25][C:26]1[N:31]=[C:30]([NH:32][CH:33]([CH2:41][CH3:42])[C:34]2[CH:39]=[CH:38][C:37]([OH:40])=[CH:36][CH:35]=2)[CH:29]=[C:28]([CH2:43][CH3:44])[N:27]=1.[Na].Br[CH:47]([CH2:49][CH2:50][CH3:51])[CH3:48].O>CN(C)C=O.C(OCC)(=O)C.C1(C)C=CC=CC=1>[CH3:1][O:2][C:3]1[CH:8]=[C:7]([CH2:9][NH:10][CH2:11][CH2:12][CH2:13][NH:14][CH2:15][CH2:16][CH2:17][CH2:18][NH:19][CH2:20][CH2:21][CH2:22][NH2:23])[CH:6]=[CH:5][C:4]=1[OH:24].[Cl:25][C:26]1[N:31]=[C:30]([NH:32][CH:33]([CH2:41][CH3:42])[C:34]2[CH:39]=[CH:38][C:37]([O:40][CH:47]([CH2:49][CH2:50][CH3:51])[CH3:48])=[CH:36][CH:35]=2)[CH:29]=[C:28]([CH2:43][CH3:44])[N:27]=1 |f:0.1,8.9,^1:44|. Procedure: To a solution of 1.1 g of dl-5-chloro-6-ethyl-4-(α-ethyl-4-hydroxybenzyl)aminopyrimidine.sodium salt dissolved in 30 ml of N,N-dimethylformamide was added 0.6 g of 2-bromopentane, and the mixture was stirred at 90° to 100° C. for 8 hours. After completion of the reaction, the reaction mixture was poured into water and separated oily product was extracted with ethyl acetate. The extract was washed with water, dried over anhydrous sodium sulfate and ethyl acetate was distilled off under reduced pr... The reactants are C(C)OC(=O)C1(C(CN(CC1)CC1=CC=CC=C1)=O)CC1=CC=CC=C1 ((SR)-1,4-dibenzyl-3-oxo-piperidine-4-carboxylic acid ethyl ester), Cl (HCl), [OH-].[Na+] (NaOH). Solvent: C(C)O (ethanol). Reaction conditions: temperature 0 celsius. The product is C(C1=CC=CC=C1)N1CC(C(CC1)CC1=CC=CC=C1)=O ((RS)-1,4-Dibenzyl-piperidin-3-one). Yield: 91.1%. As a reaction SMILES: C(OC([C:6]1([CH2:20][C:21]2[CH:26]=[CH:25][CH:24]=[CH:23][CH:22]=2)[CH2:11][CH2:10][N:9]([CH2:12][C:13]2[CH:18]=[CH:17][CH:16]=[CH:15][CH:14]=2)[CH2:8][C:7]1=[O:19])=O)C.Cl.[OH-].[Na+]>C(O)C>[CH2:12]([N:9]1[CH2:10][CH2:11][CH:6]([CH2:20][C:21]2[CH:22]=[CH:23][CH:24]=[CH:25][CH:26]=2)[C:7](=[O:19])[CH2:8]1)[C:13]1[CH:14]=[CH:15][CH:16]=[CH:17][CH:18]=1 |f:2.3|. Reported procedure: To a solution of 13.5 g (SR)-1,4-dibenzyl-3-oxo-piperidine-4-carboxylic acid ethyl ester (38.4 mmol) in 20 ml ethanol were added 47.5 ml HCl (37%) and the yellow solution was refluxed for 48 h. The reaction mixture was cooled to 0° C. and NaOH was added until pH 8 was reached. The aqueous phase was extracted three times with ethyl acetate (200 ml) and the combined organic phases were washed with water (2×100 ml) and brine (2×100 ml). The organic phase was dried over MgSO4, filtrated and the solv... Starting materials: CN(C=C(C=O)C1=CC=NC=C1)C (3-dimethylamino-2-(4-pyridinyl)acrolein), C(CC#N)#N (malononitrile), C[O-].[Na+] (sodium methoxide). Solvent: CO (methanol). Product: COC1=C(C#N)C=C(C=N1)C1=CC=NC=C1 (2-methoxy-5-(4-pyridinyl)nicotinonitrile). As a reaction SMILES: C[N:2]([CH3:13])[CH:3]=[C:4]([C:7]1[CH:12]=[CH:11][N:10]=[CH:9][CH:8]=1)[CH:5]=O.[C:14](#[N:18])[CH2:15]C#N.[CH3:19][O-:20].[Na+]>CO>[CH3:19][O:20][C:13]1[N:2]=[CH:3][C:4]([C:7]2[CH:8]=[CH:9][N:10]=[CH:11][CH:12]=2)=[CH:5][C:15]=1[C:14]#[N:18] |f:2.3|. Procedure details: A recently published abstract ["Current Abstracts of Chemistry", Vol. 74, Issue 814, Item 285573, 1979] of a Polish publication [Nantkanomirski and Kaczmarek, Polish J. Pharmacol. Pharmacy 30(5), 707-12 (1978)] shows, inter alia, the reaction of 3-dimethylamino-2-(4-pyridinyl)acrolein [same as β-(dimethylamino)-α-(4-pyridinyl)acrolein] with malononitrile in the presence of sodium methoxide in methanol to produce 2-methoxy-5-(4-pyridinyl)nicotinonitrile. Reactants: BrC=1C=C2C(=NC1)NC(=N2)C2=CC=C(C=C2)O (4-(6-bromo-3H-imidazo[4,5-b]pyridin-2-yl)phenol), BrCCN(C(OC(C)(C)C)=O)C (tert-butyl 2-bromoethyl(methyl)carbamate), FC(C(=O)O)(F)F (trifluoroacetic acid). Yields the product BrC=1C=C2C(=NC1)NC(=N2)C2=CC=C(OCCNC)C=C2 (N-(2-[4-(6-Bromo-3H-imidazo[4,5-b]pyridin-2-yl)phenoxy]ethyl}-N-methylamine). As a reaction SMILES: [Br:1][C:2]1[CH:3]=[C:4]2[N:10]=[C:9]([C:11]3[CH:16]=[CH:15][C:14]([OH:17])=[CH:13][CH:12]=3)[NH:8][C:5]2=[N:6][CH:7]=1.Br[CH2:19][CH2:20][N:21](C)[C:22](=O)OC(C)(C)C.FC(F)(F)C(O)=O>>[Br:1][C:2]1[CH:3]=[C:4]2[N:10]=[C:9]([C:11]3[CH:12]=[CH:13][C:14]([O:17][CH2:19][CH2:20][NH:21][CH3:22])=[CH:15][CH:16]=3)[NH:8][C:5]2=[N:6][CH:7]=1. Reported procedure: The title compound was prepared from 4-(6-bromo-3H-imidazo[4,5-b]pyridin-2-yl)phenol and tert-butyl 2-bromoethyl(methyl)carbamate using the method described in Example 41, followed by deprotection using trifluoroacetic acid.